The task is: describe an organic reaction: reactants, conditions, products, and yield. This data is from the Open Reaction Database (ORD), a public repository of structured organic reaction records. Reactants: NC1=C(C(=O)N)C(=CC(=C1)OC)OC (2-amino-4,6-dimethoxy-benzamide), CN1CCN(CC1)CC1=CC=C(C=O)C=C1 (4-(4-methyl piperazin-1-ylmethyl)benzaldehyde), OS(=O)[O-].[Na+] (NaHSO3), CC=1C=CC(=CC1)S(=O)(=O)O (p-TSA), C(=O)(O)[O-].[Na+] (NaHCO3). Run in CN(C(C)=O)C (N,N-dimethyl acetamide), O (water). Run at temperature 150 celsius. Yields the product COC1=C2C(NC(=NC2=CC(=C1)OC)C1=CC=C(C=C1)CN1CCN(CC1)C)=O (5,7-dimethoxy-2-(4-((4-methylpiperazin-1-yl)methyl)phenyl)quinazolin-4(3H)-one). As a reaction SMILES: [NH2:1][C:2]1[CH:10]=[C:9]([O:11][CH3:12])[CH:8]=[C:7]([O:13][CH3:14])[C:3]=1[C:4]([NH2:6])=[O:5].[CH3:15][N:16]1[CH2:21][CH2:20][N:19]([CH2:22][C:23]2[CH:30]=[CH:29][C:26]([CH:27]=O)=[CH:25][CH:24]=2)[CH2:18][CH2:17]1.OS([O-])=O.[Na+].CC1C=CC(S(O)(=O)=O)=CC=1.C([O-])(O)=O.[Na+]>CN(C)C(=O)C.O>[CH3:14][O:13][C:7]1[CH:8]=[C:9]([O:11][CH3:12])[CH:10]=[C:2]2[C:3]=1[C:4](=[O:5])[NH:6][C:27]([C:26]1[CH:25]=[CH:24][C:23]([CH2:22][N:19]3[CH2:18][CH2:17][N:16]([CH3:15])[CH2:21][CH2:20]3)=[CH:30][CH:29]=1)=[N:1]2 |f:2.3,5.6|. Procedure: To a solution of 2-amino-4,6-dimethoxy-benzamide (150 mg, 0.76 mmol) and 4-(4-methyl piperazin-1-ylmethyl)benzaldehyde (166 mg, 0.76 mmol) in N,N-dimethyl acetamide (10 mL), NaHSO3 (149 mg, 0.84 mmol) and p-TSA (319 mg, 1.68 mmol) were added and the reaction mixture was heated at 150° C. for 3 h. The mixture was cooled to room temperature and water was added and neutralized by addition of NaHCO3. The solvent was removed under reduced pressure to give the crude product. The crude was purified by ... Yield: 380.3%. Procedure details: Under nitrogen atmosphere, to a suspension of sodium hydride (60%, 1.16 g, 26.6 mmol) in tetrahydrofuran (30 mL) was added a solution of ethyl diethylphosphonoacetate (4.83 mL, 5.41 mmol) in tetrahydrofuran (10 mL) at 0° C., and the mixture was stirred for 20 min. To the reaction mixture was added a solution of 2,1-benzisothiazole-4-carbaldehyde (3.94 g, 24.1 mmol) in tetrahydrofuran (8.3 mL), and the mixture was warmed to room temperature over 4 hr. Water was added and the mixture was extracted... Product: N=1SC=C2C1C=CC=C2/C=C/C(=O)OCC (ethyl(2E)-3-(2,1-benzisothiazol-4-yl)acrylate). RXN SMILES: [H-].[Na+].C(OP([CH2:11][C:12]([O:14][CH2:15][CH3:16])=[O:13])(OCC)=O)C.[N:17]1[S:18][CH:19]=[C:20]2[C:25]([CH:26]=O)=[CH:24][CH:23]=[CH:22][C:21]=12.O>O1CCCC1>[N:17]1[S:18][CH:19]=[C:20]2[C:25](/[CH:26]=[CH:11]/[C:12]([O:14][CH2:15][CH3:16])=[O:13])=[CH:24][CH:23]=[CH:22][C:21]=12 |f:0.1|. Starting materials: C(C)OP(=O)(OCC)CC(=O)OCC (ethyl diethylphosphonoacetate), N=1SC=C2C1C=CC=C2C=O (2,1-benzisothiazole-4-carbaldehyde), O (Water), [H-].[Na+] (sodium hydride). Conditions: time 20 minute. Solvent: O1CCCC1 (tetrahydrofuran), O1CCCC1 (tetrahydrofuran), O1CCCC1 (tetrahydrofuran).